From a dataset of the Open Reaction Database (ORD), a public repository of structured organic reaction records. describe an organic reaction: reactants, conditions, products, and yield The reactants are CCO, CCOC(=O)COc1ccc(CCC(NS(=O)(=O)c2ccc(Cl)cc2)c2cccnc2)cc1, [Na+], C1CCOC1, [OH-]. Yields the product O=C(O)COc1ccc(CCC(NS(=O)(=O)c2ccc(Cl)cc2)c2cccnc2)cc1. RXN SMILES: [CH3:36][CH2:37][OH:38].[Cl:1][c:2]1[cH:3][cH:4][c:5]([S:8](=[O:9])(=[O:10])[NH:11][CH:12]([CH2:13][CH2:14][c:15]2[cH:16][cH:17][c:18]([O:19][CH2:20][C:21](=[O:22])[O:23][CH2:24][CH3:25])[cH:26][cH:27]2)[c:28]2[cH:29][n:30][cH:31][cH:32][cH:33]2)[cH:6][cH:7]1.[Na+:35].[O:39]1[CH2:40][CH2:41][CH2:42][CH2:43]1.[OH-:34]>>[Cl:1][c:2]1[cH:3][cH:4][c:5]([S:8](=[O:9])(=[O:10])[NH:11][CH:12]([CH2:13][CH2:14][c:15]2[cH:16][cH:17][c:18]([O:19][CH2:20][C:21](=[O:22])[OH:23])[cH:26][cH:27]2)[c:28]2[cH:29][n:30][cH:31][cH:32][cH:33]2)[cH:6][cH:7]1. Starting materials: C(C=C)(=O)NC(C(=O)O)O (acrylamidoglycolic acid), COC(OC)OC (trimethylorthoformate), COC (mono methyl ether), C1(O)=CC=C(O)C=C1 (hydroquinone). Solvent: CO (methanol). Reaction conditions: time 3 day. Product: COC(C(=O)O)NC(C=C)=O (Acrylamidoglycolic acid Methyl Ether). Reaction SMILES: [C:1]([NH:5][CH:6]([OH:10])[C:7]([OH:9])=[O:8])(=[O:4])[CH:2]=[CH2:3].[CH3:11]OC(OC)OC.COC.C1(C=CC(O)=CC=1)O>CO>[CH3:11][O:10][CH:6]([NH:5][C:1](=[O:4])[CH:2]=[CH2:3])[C:7]([OH:9])=[O:8]. Procedure: 45 parts of acrylamidoglycolic acid, 90 parts trimethylorthoformate, 0.045 parts of the mono methyl ether of hydroquinone and 35 parts of methanol are mixed in a flask equipped with a stirrer, condensor and thermometer. The mixture was heated at a bath temperature of 60°-65° C. for 24 hours. A small amount of insoluble material was filtered off and discarded. The filtrate was stripped of solvent under vacuum and a rubbery substance was obtained. This material was extracted with ether with stirri... Starting materials: COCCCN1C(=NC2=C1C=CC=C2)C2CN(CC(C2)C)C(C[C@@H](CC2=CC1=CC=CC=C1C=C2)NC(OC(C)(C)C)=O)=O (tert-butyl (2R)-4-(3-(1-(3-methoxypropyl)-1H-benzo[d]imidazol-2-yl)-5-methylpiperidin-1-yl)-1-(naphthalen-2-yl)-4-oxobutan-2-ylcarbamate), FC(C(=O)O)(F)F (trifluoroacetic acid). Run at time 3 hour. Product: N[C@@H](CC(=O)N1CC(CC(C1)C)C1=NC2=C(N1CCCOC)C=CC=C2)CC2=CC1=CC=CC=C1C=C2 ((3R)-3-amino-1-(3-(1-(3-methoxypropyl)-1H-benzo[d]imidazol-2-yl)-5-methylpiperidin-1-yl)-4-(naphthalen-2-yl)butan-1-one), C(=O)(C(F)(F)F)O (TFA). Isolated yield 9.0%. Reaction SMILES: [CH3:1][O:2][CH2:3][CH2:4][CH2:5][N:6]1[C:10]2[CH:11]=[CH:12][CH:13]=[CH:14][C:9]=2[N:8]=[C:7]1[CH:15]1[CH2:20][CH:19]([CH3:21])[CH2:18][N:17]([C:22](=[O:44])[CH2:23][C@H:24]([NH:36]C(=O)OC(C)(C)C)[CH2:25][C:26]2[CH:35]=[CH:34][C:33]3[C:28](=[CH:29][CH:30]=[CH:31][CH:32]=3)[CH:27]=2)[CH2:16]1.[F:45][C:46]([F:51])([F:50])[C:47]([OH:49])=[O:48]>>[NH2:36][C@H:24]([CH2:25][C:26]1[CH:35]=[CH:34][C:33]2[C:28](=[CH:29][CH:30]=[CH:31][CH:32]=2)[CH:27]=1)[CH2:23][C:22]([N:17]1[CH2:18][CH:19]([CH3:21])[CH2:20][CH:15]([C:7]2[N:6]([CH2:5][CH2:4][CH2:3][O:2][CH3:1])[C:10]3[CH:11]=[CH:12][CH:13]=[CH:14][C:9]=3[N:8]=2)[CH2:16]1)=[O:44].[C:47]([OH:49])([C:46]([F:51])([F:50])[F:45])=[O:48]. Procedure: The residue 136H was dissolved in 25% trifluoroacetic acid and stirred at room temperature for 3 hr. Solvent was removed under vacuum and purified by preparatory LC/MS (25-35% CH3CN in H2O) to give (3R)-3-amino-1-(3-(1-(3-methoxypropyl)-1H-benzo[d]imidazol-2-yl)-5-methylpiperidin-1-yl)-4-(naphthalen-2-yl)butan-1-one (246) as a TFA salt (13 mg, 9%). ESI-MS:m/z 499.5 (M+H)+. The reactants are Nc1cccc(-c2c(Cc3ccccc3)cnc3c(C(F)(F)F)cccc23)c1, COc1cccc(C=O)c1OC. Yields the product COc1cccc(CNc2cccc(-c3c(Cc4ccccc4)cnc4c(C(F)(F)F)cccc34)c2)c1OC. As a reaction SMILES: [CH2:1]([c:2]1[cH:3][cH:4][cH:5][cH:6][cH:7]1)[c:8]1[cH:9][n:10][c:11]2[c:12]([C:25]([F:26])([F:27])[F:28])[cH:13][cH:14][cH:15][c:16]2[c:17]1-[c:18]1[cH:19][c:20]([NH2:24])[cH:21][cH:22][cH:23]1.[CH3:29][O:30][c:31]1[c:32]([CH:33]=[O:34])[cH:35][cH:36][cH:37][c:38]1[O:39][CH3:40]>>[CH2:1]([c:2]1[cH:3][cH:4][cH:5][cH:6][cH:7]1)[c:8]1[cH:9][n:10][c:11]2[c:12]([C:25]([F:26])([F:27])[F:28])[cH:13][cH:14][cH:15][c:16]2[c:17]1-[c:18]1[cH:19][c:20]([NH:24][CH2:33][c:32]2[c:31]([O:30][CH3:29])[c:38]([O:39][CH3:40])[cH:37][cH:36][cH:35]2)[cH:21][cH:22][cH:23]1. Reactants: O1C(COC2=CC=C(C=C2)CCCCCO)C1 (2,3-epoxy-1-[4-(5-hydroxypentyl)-phenoxy]-propane), C(=O)(O)CN1CCN(CCN(CCNCC1)CC(=O)O)CC(=O)O (1,4,7-triscarboxymethyl-1,4,7,10-tetraazacyclododecane), [OH-].[K+] (potassium hydroxide). Solvent: O1CCOCC1 (dioxane), O (water). Run at temperature 40 celsius, time 24 hour. Yields the product OC(CN1CCN(CCN(CCN(CC1)CC(=O)O)CC(=O)O)CC(=O)O)COC1=CC=C(C=C1)CCCCCO (10-[2-Hydroxy-3-(4-(5-hydroxypentyl)-phenoxy)-propyl]-1,4,7-tris(carboxymethyl)-1,4,7,10-tetraazacyclododecane). RXN SMILES: [O:1]1[CH2:17][CH:2]1[CH2:3][O:4][C:5]1[CH:10]=[CH:9][C:8]([CH2:11][CH2:12][CH2:13][CH2:14][CH2:15][OH:16])=[CH:7][CH:6]=1.[C:18]([CH2:21][N:22]1[CH2:33][CH2:32][NH:31][CH2:30][CH2:29][N:28]([CH2:34][C:35]([OH:37])=[O:36])[CH2:27][CH2:26][N:25]([CH2:38][C:39]([OH:41])=[O:40])[CH2:24][CH2:23]1)([OH:20])=[O:19].[OH-].[K+]>O1CCOCC1.O>[OH:1][CH:2]([CH2:3][O:4][C:5]1[CH:10]=[CH:9][C:8]([CH2:11][CH2:12][CH2:13][CH2:14][CH2:15][OH:16])=[CH:7][CH:6]=1)[CH2:17][N:31]1[CH2:32][CH2:33][N:22]([CH2:21][C:18]([OH:20])=[O:19])[CH2:23][CH2:24][N:25]([CH2:38][C:39]([OH:41])=[O:40])[CH2:26][CH2:27][N:28]([CH2:34][C:35]([OH:37])=[O:36])[CH2:29][CH2:30]1 |f:2.3|. Procedure details: 12.3 g (51.97 mmol) of 2,3-epoxy-1-[4-(5-hydroxypentyl)-phenoxy]-propane and 10 g (28.87 mmol) of 1,4,7-triscarboxymethyl-1,4,7,10-tetraazacyclododecane (=DO3A) are dissolved in a mixture of 50 ml of dioxane and 80 ml of water, and the pH is brought to pH 10 with 6N potassium hydroxide solution. It is stirred for 24 hours at 40° C. It is evaporated to dryness, the residue is taken up with 200 ml of water/50 ml of methanol and extracted twice with 100 ml of tert-butyl methyl ether. The aqueous so... Starting materials: CC(C)NCCCOc1ccc(N)cc1Cc1ccccc1, CCO, Cl, Cl, N#CO[K], O. Product: Cl, CC(C)NCCCOc1ccc(NC(N)=O)cc1Cc1ccccc1. As a reaction SMILES: [CH2:7]([c:8]1[cH:9][cH:10][cH:11][cH:12][cH:13]1)[c:14]1[cH:15][c:16]([NH2:17])[cH:18][cH:19][c:20]1[O:21][CH2:22][CH2:23][CH2:24][NH:25][CH:26]([CH3:27])[CH3:28].[CH3:29][CH2:30][OH:31].[ClH:5].[ClH:6].[K:1][O:2][C:3]#[N:4].[OH2:32]>>[ClH:5].[O:2]=[C:3]([NH2:4])[NH:17][c:16]1[cH:15][c:14]([CH2:7][c:8]2[cH:9][cH:10][cH:11][cH:12][cH:13]2)[c:20]([O:21][CH2:22][CH2:23][CH2:24][NH:25][CH:26]([CH3:27])[CH3:28])[cH:19][cH:18]1. The reactants are O=P(Cl)(Cl)Cl, O=C1Nc2ccccc2Sc2ccccc21, C1=NSc2ccccc2-c2ccccc21. Product: Clc1cccc2c1-c1ccccc1SN=C2. As a reaction SMILES: [P:32]([Cl:33])([Cl:34])([Cl:35])=[O:36].[cH:16]1[c:17]2[c:28]([cH:29][cH:30][cH:31]1)[S:27][c:26]1[c:21]([cH:22][cH:23][cH:24][cH:25]1)[NH:20][C:18]2=[O:19].[cH:1]1[cH:2][cH:3][cH:4][c:5]2[c:6]1-[c:7]1[c:8]([cH:12][cH:13][cH:14][cH:15]1)[CH:9]=[N:10][S:11]2>>[cH:1]1[cH:2][cH:3][cH:4][c:5]2[c:6]1-[c:7]1[c:8]([cH:12][cH:13][cH:14][c:15]1[Cl:34])[CH:9]=[N:10][S:11]2. The reactants are CC(C)C1=NC2=C(N1)CCC2=O (2-(1-methylethyl)-5,6-dihydrocyclopenta[d]imidazol-4(1H)-one), BrCC1=CC(=C(C=C1)Cl)Cl (4-(bromomethyl)-1,2-dichlorobenzene), C1(=CC=CC=C1)C (Toluene), [NH4+].[Cl-] (NH4Cl). Reagents/catalysts: [Br-].C(CCC)[N+](CCCC)(CCCC)CCCC (Tetrabutylammonium bromide). Solvent: [OH-].[Na+] (sodium hydroxide). Reaction conditions: time 3 hour. Product: ClC=1C=C(C=CC1Cl)CN1C(=NC2=C1C(CC2)=O)C(C)C (3-[(3,4-dichlorophenyl)methyl]-2-(1-methylethyl)-5,6-dihydrocyclopenta[d]imidazol-4(3H)-one). The yield is 63.3%. Reaction SMILES: [CH3:1][CH:2]([C:4]1[NH:8][C:7]2[CH2:9][CH2:10][C:11](=[O:12])[C:6]=2[N:5]=1)[CH3:3].Br[CH2:14][C:15]1[CH:20]=[CH:19][C:18]([Cl:21])=[C:17]([Cl:22])[CH:16]=1.C1(C)C=CC=CC=1.[NH4+].[Cl-]>[Br-].C([N+](CCCC)(CCCC)CCCC)CCC.[OH-].[Na+]>[Cl:22][C:17]1[CH:16]=[C:15]([CH2:14][N:5]2[C:6]3[C:11](=[O:12])[CH2:10][CH2:9][C:7]=3[N:8]=[C:4]2[CH:2]([CH3:1])[CH3:3])[CH:20]=[CH:19][C:18]=1[Cl:21] |f:3.4,5.6,7.8|. Procedure details: Tetrabutylammonium bromide (520 mg, 1.614 mmol) was added to a stirred mixture of Intermediate 17 (530 mg) and 4-(bromomethyl)-1,2-dichlorobenzene (852 mg) in sodium hydroxide 20% aq. (5.16 mL) and Toluene (6 mL). The RM was stirred at room temp for 3 hours. An excess of sat NH4Cl aq. solution was added and the mixture was extracted with EtOAc (3×30 ml). The organics were combined, dried (hydrophobic frit) and concentrated under vacuum. The residue was purified on silica (100 g) using a cyclohex... Reactants: C1(CCCCC1)CC(C)NC(CN1C(C=2C(C1=O)=CC=CC2)=O)=O ((±)-N-(2-cyclohexyl-1-methylethyl)-2-phthalimidoacetamide), O.NN (hydrazine hydrate). Solvent: C(C)O (ethanol). Reaction conditions: time 24 hour. Yields the product NC(CC1CCCCC1)C ((±)-2-Amino-1-cyclohexylpropane). Reaction SMILES: [CH:1]1([CH2:7][CH:8]([NH:10]C(=O)CN2C(=O)C3=CC=CC=C3C2=O)[CH3:9])[CH2:6][CH2:5][CH2:4][CH2:3][CH2:2]1.O.NN>C(O)C>[NH2:10][CH:8]([CH3:9])[CH2:7][CH:1]1[CH2:6][CH2:5][CH2:4][CH2:3][CH2:2]1 |f:1.2|. Reported procedure: To a suspension of (±)-N-(2-cyclohexyl-1-methylethyl)-2-phthalimidoacetamide (12.0 g, 36.7mmol) in ethanol (180 ml) was added hydrazine hydrate (2.05 g, 40.3 mmol) and the mixture heated under reflux for 1.5 hours. After cooling and standing at 0° for 24 hours, the slurry was filtered and the residue washed with petrol (40°-60°). The combined filtrateswere evaporated to dryness and the oily residue triturated with petrol (3×100 ml). The combined extracts were evaporated to dryness to givea colou... Starting materials: CC(C)CC=C1CCC2(CC1)SC(CC(=O)O)C(=O)N2CC(=O)OC(C)(C)C, O=C([O-])[O-], CN(C)C=O, CCOC(C)=O, Cl, CC(C)I, [K+], [K+], O. The product is CC(C)CC=C1CCC2(CC1)SC(CC(=O)OC(C)C)C(=O)N2CC(=O)OC(C)(C)C. Reaction SMILES: [C:1]([CH3:2])([CH3:3])([CH3:4])[O:5][C:6]([CH2:7][N:8]1[C:9](=[O:27])[CH:10]([CH2:23][C:24](=[O:25])[OH:26])[S:11][C:12]12[CH2:13][CH2:14][C:15](=[CH:18][CH2:19][CH:20]([CH3:21])[CH3:22])[CH2:16][CH2:17]2)=[O:28].[C:33](=[O:34])([O-:35])[O-:36].[CH3:40][N:41]([CH3:42])[CH:43]=[O:44].[CH3:45][CH2:46][O:47][C:48](=[O:49])[CH3:50].[ClH:39].[I:29][CH:30]([CH3:31])[CH3:32].[K+:37].[K+:38].[OH2:51]>>[C:1]([CH3:2])([CH3:3])([CH3:4])[O:5][C:6]([CH2:7][N:8]1[C:9](=[O:27])[CH:10]([CH2:23][C:24](=[O:25])[O:26][CH:30]([CH3:31])[CH3:32])[S:11][C:12]12[CH2:13][CH2:14][C:15](=[CH:18][CH2:19][CH:20]([CH3:21])[CH3:22])[CH2:16][CH2:17]2)=[O:28].